From a dataset of the Open Reaction Database (ORD), a public repository of structured organic reaction records. describe an organic reaction: reactants, conditions, products, and yield Reactants: COC(C)(C)C, ClCCC1(CCCl)CCN(Cc2ccccc2)CC1, Cl, [Na+], [OH-]. Product: ClCCC12CC[N+](Cc3ccccc3)(CC1)CC2, [Cl-]. As a reaction SMILES: [C:21]([O:22][CH3:23])([CH3:24])([CH3:25])[CH3:26].[CH2:2]([c:3]1[cH:4][cH:5][cH:6][cH:7][cH:8]1)[N:9]1[CH2:10][CH2:11][C:12]([CH2:15][CH2:16][Cl:17])([CH2:18][CH2:19][Cl:20])[CH2:13][CH2:14]1.[ClH:1].[Na+:28].[OH-:27]>>[CH2:2]([c:3]1[cH:4][cH:5][cH:6][cH:7][cH:8]1)[N+:9]12[CH2:10][CH2:11][C:12]([CH2:18][CH2:19][Cl:20])([CH2:13][CH2:14]1)[CH2:15][CH2:16]2.[Cl-:17]. Reactants: 193B, C(C)(C)(C)OC(=O)N1C[C@H]([C@@H](CC1)N1C(CCC1)=O)C ((trans)-3-methyl-4-(2-oxo-pyrrolidin-1-yl)-piperidine-1-carboxylic acid tert-butyl ester), [H-].[Al+3].[Li+].[H-].[H-].[H-] (lithium aluminium hydride), Cl (hydrochloric acid). Solvent: O1CCOCC1 (dioxane). The product is Cl.Cl.C[C@@H]1CNCC[C@H]1N1CCCC1 ((trans)-3-Methyl-4-pyrrolidin-1-yl-piperidine dihydrochloride). RXN SMILES: C(OC([N:8]1[CH2:13][CH2:12][C@@H:11]([N:14]2[CH2:18][CH2:17][CH2:16][C:15]2=O)[C@H:10]([CH3:20])[CH2:9]1)=O)(C)(C)C.[H-].[Al+3].[Li+].[H-].[H-].[H-].[ClH:27]>O1CCOCC1>[ClH:27].[ClH:27].[CH3:20][C@H:10]1[C@H:11]([N:14]2[CH2:18][CH2:17][CH2:16][CH2:15]2)[CH2:12][CH2:13][NH:8][CH2:9]1 |f:1.2.3.4.5.6,9.10.11|. Procedure: The title compound was prepared in analogy to 193B, by reduction of (trans)-3-methyl-4-(2-oxo-pyrrolidin-1-yl)-piperidine-1-carboxylic acid tert-butyl ester with lithium aluminium hydride and subsequent deprotection with 4M hydrochloric acid in dioxane. MS: 169.2 (MH+).